Dataset: the Open Reaction Database (ORD), a public repository of structured organic reaction records. Task: describe an organic reaction: reactants, conditions, products, and yield Starting materials: CN1C(=CC(=C1)[N+](=O)[O-])C(=O)O (1-methyl-4-nitro-1H-pyrrole-2-carboxylic acid), N1CCOCC1 (morpholine). The product is NC=1C=C(N(C1)C)C(=O)N1CCOCC1 ((4-amino-1-methyl-1H-pyrrol-2-yl)(morpholino)methanone). Reaction SMILES: [CH3:1][N:2]1[CH:6]=[C:5]([N+:7]([O-])=O)[CH:4]=[C:3]1[C:10]([OH:12])=O.[NH:13]1[CH2:18][CH2:17][O:16][CH2:15][CH2:14]1>>[NH2:7][C:5]1[CH:4]=[C:3]([C:10]([N:13]2[CH2:18][CH2:17][O:16][CH2:15][CH2:14]2)=[O:12])[N:2]([CH3:1])[CH:6]=1. Reported procedure: (4-amino-1-methyl-1H-pyrrol-2-yl)(morpholino)methanone was prepared as in Example 239 (Steps i-ii) using 1-methyl-4-nitro-1H-pyrrole-2-carboxylic acid and morpholine: The reactants are Cl.ClC1=C(COC2=CC=C(C=C2)C2CN(CCO2)CCC=2N=NNN2)C(=CC=C1)Cl (2-[4-(2,6-Dichloro-benzyloxy)-phenyl]-4-[2-(2H-tetrazol-5-yl)-ethyl]-morpholine hydrochloride), ClC1=C(COC2=CC=C(C=C2)C2CN(CCO2)CCC#N)C(=CC=C1)Cl (3-{2-[4-(2,6-dichloro-benzyloxy)-phenyl]-morpholin-4-yl}-propionitrile), C(CCC)[Sn](CCCC)(CCCC)Cl (tributyltin chloride), [N-]=[N+]=[N-].[Na+] (NaN3). Run in CO (methanol), C=1(C(=CC=CC1)C)C (xylene). Reaction conditions: temperature 120 celsius. The product is ClC1=C(COC2=CC=C(C=C2)C2CN(CCO2)CCC=2N=NNN2)C(=CC=C1)Cl (2-[4-(2,6-dichloro-benzyloxy)-phenyl]-4-[2-(2H-tetrazol-5-yl)-ethyl]-morpholine), base. Reaction SMILES: Cl.[Cl:2][C:3]1[CH:29]=[CH:28][CH:27]=[C:26]([Cl:30])[C:4]=1[CH2:5][O:6][C:7]1[CH:12]=[CH:11][C:10]([CH:13]2[O:18][CH2:17][CH2:16][N:15]([CH2:19][CH2:20][C:21]3[N:22]=[N:23][NH:24][N:25]=3)[CH2:14]2)=[CH:9][CH:8]=1.ClC1C=CC=C(Cl)C=1COC1C=CC(C2OCCN(CCC#N)C2)=CC=1.C([Sn](Cl)(CCCC)CCCC)CCC.[N-]=[N+]=[N-].[Na+]>C1(C)C(C)=CC=CC=1.CO>[Cl:2][C:3]1[CH:29]=[CH:28][CH:27]=[C:26]([Cl:30])[C:4]=1[CH2:5][O:6][C:7]1[CH:8]=[CH:9][C:10]([CH:13]2[O:18][CH2:17][CH2:16][N:15]([CH2:19][CH2:20][C:21]3[N:22]=[N:23][NH:24][N:25]=3)[CH2:14]2)=[CH:11][CH:12]=1 |f:0.1,4.5|. Reported procedure: 2-[4-(2,6-Dichloro-benzyloxy)-phenyl]-4-[2-(2H-tetrazol-5-yl)-ethyl]-morpholine hydrochloride: To a solution of 3-{2-[4-(2,6-dichloro-benzyloxy)-phenyl]-morpholin-4-yl}-propionitrile (0.30 g; 0.77 mmol) in xylene (10 mL) was added tributyltin chloride (0.46 mL; 1.7 mmol) and NaN3 (110 mg; 1.7 mmol). The resulting mixture was heated at 120° C. for two days. After cooling to RT the mixture was treated with methanol (10 mL) and concentrated in vacuo. The residue was purified by column chromatograph... Starting materials: C(C)OC(C(C(=O)OCC)=CNC1=CC(=NN1CC)C)=O ([[(1-ethyl-3-methyl-5-pyrazolyl)amino]methylene]-malonic acid diethyl ester). Run in C1(=CC=CC=C1)OC1=CC=CC=C1 (diphenyl ether). Yields the product C(C)OC(=O)C=1C(=C2C(=NC1)N(N=C2C)CC)O (1-ethyl-4-hydroxy-3-methyl-1H-pyrazolo[3,4-b]pyridine-5-carboxylic acid ethyl ester). RXN SMILES: C(O[C:4](=[O:21])[C:5](=[CH:11][NH:12][C:13]1[N:17]([CH2:18][CH3:19])[N:16]=[C:15]([CH3:20])[CH:14]=1)[C:6]([O:8][CH2:9][CH3:10])=[O:7])C>C1(OC2C=CC=CC=2)C=CC=CC=1>[CH2:9]([O:8][C:6]([C:5]1[C:4]([OH:21])=[C:14]2[C:15]([CH3:20])=[N:16][N:17]([CH2:18][CH3:19])[C:13]2=[N:12][CH:11]=1)=[O:7])[CH3:10]. Reported procedure: 14.8 g of [[(1-ethyl-3-methyl-5-pyrazolyl)amino]methylene]-malonic acid diethyl ester (0.05 mol) is dissolved in 50 g of diphenyl ether. The reaction mixture is heated to 235°-250° (bath temperature) and allowed to react at this temperature for 1 to 2 hours, while continuously distilling off the resulting ethanol. The last part of the alcohol is removed by means of a water aspirator. The diphenyl ether is separated by distillation with a fractionation column in vacuo. The 1-ethyl-4-hydroxy-3-met... Reactants: O=C(O)c1ccccc1OCc1ccccc1, Cc1ccccc1, O=S(Cl)Cl. Product: O=C(Cl)c1ccccc1OCc1ccccc1. Reaction SMILES: [CH2:1]([c:2]1[cH:3][cH:4][cH:5][cH:6][cH:7]1)[O:8][c:9]1[c:10]([C:11](=[O:12])[OH:13])[cH:14][cH:15][cH:16][cH:17]1.[CH3:22][c:23]1[cH:24][cH:25][cH:26][cH:27][cH:28]1.[S:18]([Cl:19])([Cl:20])=[O:21]>>[CH2:1]([c:2]1[cH:3][cH:4][cH:5][cH:6][cH:7]1)[O:8][c:9]1[c:10]([C:11](=[O:12])[Cl:20])[cH:14][cH:15][cH:16][cH:17]1. Reactants: C(C)N=C=NCCCN(CC)CC (ethyl-3-(3-diethylamino-propyl)-carbodiimide), 555, NC=1SC=2C(N1)=CC=1N=C(SC1C2)N (2,6-diamino-benzo[1,2-d:5,4-d']bisthiazole), C(C)N(CC(=O)O)CC (N,N-diethyl-glycine), O (water). The solvent is C(Cl)Cl (methylene chloride). Run at time 8 hour. The product is C(C)N(CC)CC(=O)NC=1SC=2C(N1)=CC=1N=C(SC1C2)NC(CN(CC)CC)=O (2,6-Bis-(diethylaminoacetylamino)-benzo[1,2-d:5,4-d']bisthiazole). As a reaction SMILES: C(N=C=NC[CH2:7][CH2:8][N:9]([CH2:12][CH3:13])[CH2:10][CH3:11])C.[NH2:14][C:15]1[S:16][C:17]2[C:18](=[CH:20][C:21]3[N:22]=[C:23]([NH2:27])[S:24][C:25]=3[CH:26]=2)[N:19]=1.[CH2:28]([N:30]([CH2:35][CH3:36])[CH2:31][C:32](O)=[O:33])[CH3:29].[OH2:37]>C(Cl)Cl>[CH2:28]([N:30]([CH2:31][C:32]([NH:27][C:23]1[S:24][C:25]2[C:21](=[CH:20][C:18]3[N:19]=[C:15]([NH:14][C:7](=[O:37])[CH2:8][N:9]([CH2:12][CH3:13])[CH2:10][CH3:11])[S:16][C:17]=3[CH:26]=2)[N:22]=1)=[O:33])[CH2:35][CH3:36])[CH3:29]. Procedure details: 1.0 gm of ethyl-3-(3-diethylamino-propyl)-carbodiimide was added to a suspension of 555 mgm of 2,6-diamino-benzo[1,2-d:5,4-d']bisthiazole and 655 mgm of N,N-diethyl-glycine in 20 ml of methylene chloride, and the mixture was stirred overnight at room temperature. After adding water and filtering off the precipitate, the methylene chloride phase was separated, dried, concentrated and chromatographed on a dry 10 gm-silicagel column with chloroform as the mobile phase. The title compound was collec... Starting materials: ClCCl, Clc1ccc(OC2CCCN(Cc3ccccc3)C2)cc1Cl, O=C(Cl)Cl. Product: O=C(Cl)N1CCCC(Oc2ccc(Cl)c(Cl)c2)C1. Reaction SMILES: [CH2:27]([Cl:28])[Cl:29].[CH2:5]([c:6]1[cH:7][cH:8][cH:9][cH:10][cH:11]1)[N:12]1[CH2:13][CH:14]([O:18][c:19]2[cH:20][c:21]([Cl:26])[c:22]([Cl:25])[cH:23][cH:24]2)[CH2:15][CH2:16][CH2:17]1.[Cl:1][C:2]([Cl:3])=[O:4]>>[Cl:1][C:2](=[O:4])[N:12]1[CH2:13][CH:14]([O:18][c:19]2[cH:20][c:21]([Cl:26])[c:22]([Cl:25])[cH:23][cH:24]2)[CH2:15][CH2:16][CH2:17]1. The reactants are C(C1=CC=CC=C1)N1C(=NC=C1)C=1C(NC2=CC=C(C=C2C1C1=CC=CC=C1)Cl)=O (3-(1-benzyl-1H-imidazol-2-yl)-6-chloro-4-phenyl-1H-quinolin-2-one). Solvent: ClC(C)OC(=O)Cl (α-chloroethylchloroformate). Run at temperature 100 celsius. The product is ClC=1C=C2C(=C(C(NC2=CC1)=O)C=1NC=CN1)C1=CC=CC=C1 (6-Chloro-3-(1H-imidazol-2-yl)4-phenyl-1H-quinolin-2-one). Yield: 66.0%. Reaction SMILES: C([N:8]1[CH:12]=[CH:11][N:10]=[C:9]1[C:13]1[C:14](=[O:30])[NH:15][C:16]2[C:21]([C:22]=1[C:23]1[CH:28]=[CH:27][CH:26]=[CH:25][CH:24]=1)=[CH:20][C:19]([Cl:29])=[CH:18][CH:17]=2)C1C=CC=CC=1>ClC(OC(Cl)=O)C>[Cl:29][C:19]1[CH:20]=[C:21]2[C:16](=[CH:17][CH:18]=1)[NH:15][C:14](=[O:30])[C:13]([C:9]1[NH:10][CH:11]=[CH:12][N:8]=1)=[C:22]2[C:23]1[CH:28]=[CH:27][CH:26]=[CH:25][CH:24]=1. Procedure details: A solution of 3-(1-benzyl-1H-imidazol-2-yl)-6-chloro-4-phenyl-1H-quinolin-2-one (110 mg) in α-chloroethylchloroformate (5 mL) was heated at 100° C. for 2 hr. The reaction was evaporated and the resulting residue was dried in vacuo. The residue was dissolved in HOAc (5 mL) and NH4Ac (100 mg) was added. The reaction mixture was heated at 100° C. for 12 hr. Solvents were removed and the title compound was isolated by reversed phase HPLC. Yield 66%.